Dataset: the Open Reaction Database (ORD), a public repository of structured organic reaction records. Task: describe an organic reaction: reactants, conditions, products, and yield Reactants: O=Cc1cccc(Br)n1, CC(=O)O, Cc1ccccc1, COC(=O)C(N)C(C)C, CCN(C(C)C)C(C)C, Cl. Product: COC(=O)C(NCc1cccc(Br)n1)C(C)C. RXN SMILES: [Br:20][c:21]1[cH:22][cH:23][cH:24][c:25]([CH:27]=[O:28])[n:26]1.[C:36]([OH:37])(=[O:38])[CH3:39].[CH3:29][c:30]1[cH:31][cH:32][cH:33][cH:34][cH:35]1.[CH3:2][O:3][C:4]([CH:5]([NH2:6])[CH:7]([CH3:8])[CH3:9])=[O:10].[CH:11]([N:12]([CH2:13][CH3:14])[CH:15]([CH3:16])[CH3:17])([CH3:18])[CH3:19].[ClH:1]>>[CH3:2][O:3][C:4]([CH:5]([NH:6][CH2:27][c:25]1[cH:24][cH:23][cH:22][c:21]([Br:20])[n:26]1)[CH:7]([CH3:8])[CH3:9])=[O:10]. Reactants: Compound 2, C1(=CC=CC=C1)P(C1=CC=CC=C1)C1=CC=CC=C1 (triphenylphosphine), N(=NC(=O)[O-])C(=O)OCC (ethyl azodicarboxylate), ClCC[C@H](O)C1=CC=CC=C1 ([S]-3-chloro-1-phenylpropanol), IC1=CC(=C(C=C1)O)C (4-iodo-2-methylphenol). The solvent is C1CCOC1 (THF). Product: ClCC[C@@H](OC1=C(C=C(C=C1)I)C)C1=CC=CC=C1 ([R]-(+)-1-chloro-3-phenyl-3-(4-iodo-2-methylphenoxy)propane). Isolated yield 70.4%. Reaction SMILES: [Cl:1][CH2:2][CH2:3][C@@H:4]([C:6]1[CH:11]=[CH:10][CH:9]=[CH:8][CH:7]=1)[OH:5].[I:12][C:13]1[CH:18]=[CH:17][C:16](O)=[C:15]([CH3:20])[CH:14]=1.C1(P(C2C=CC=CC=2)C2C=CC=CC=2)C=CC=CC=1.N(C(OCC)=O)=NC([O-])=O>C1COCC1>[Cl:1][CH2:2][CH2:3][C@H:4]([C:6]1[CH:11]=[CH:10][CH:9]=[CH:8][CH:7]=1)[O:5][C:16]1[CH:17]=[CH:18][C:13]([I:12])=[CH:14][C:15]=1[CH3:20]. Procedure: The compound [R]-(+)-1-chloro-3-phenyl-3-(4-iodo-2-methylphenoxy)propane (Compound 5) was prepared in the same manner as for the preparation of Compound 2 in Example 1, but using [S]-3-chloro-1-phenylpropanol (1.0 g, 5.88 mmol), 4-iodo-2-methylphenol (1.38 g, 5.88 mmol), triphenylphosphine (1.54 g, 5.88 mmol), and ethyl azodicarboxylate (0.93 mL, 1.04 g, 5.88 mmol) in THF (15 mL) at room temperature for 15 hours. Workup and purification gave 1.60 g (70%) of Compound 5 as a thick pale yellow liqu... The reactants are CCCCNC(=O)CC(O)C(CC1CCCCC1)NC(=O)OC(C)(C)C, Cl, C1COCCO1. Yields the product CCCCNC(=O)CC(O)C(N)CC1CCCCC1. RXN SMILES: [CH2:1]([CH2:2][CH2:3][CH3:4])[NH:5][C:6]([CH2:7][CH:8]([CH:9]([CH2:10][CH:11]1[CH2:12][CH2:13][CH2:14][CH2:15][CH2:16]1)[NH:17][C:18](=[O:19])[O:20][C:21]([CH3:22])([CH3:23])[CH3:24])[OH:25])=[O:26].[ClH:27].[O:28]1[CH2:29][CH2:30][O:31][CH2:32][CH2:33]1>>[CH2:1]([CH2:2][CH2:3][CH3:4])[NH:5][C:6]([CH2:7][CH:8]([CH:9]([CH2:10][CH:11]1[CH2:12][CH2:13][CH2:14][CH2:15][CH2:16]1)[NH2:17])[OH:25])=[O:26]. Reactants: BrB(Br)Br, ClCCl, ClCCl, COCC(C)Oc1cc(Oc2ccc(C(=O)N3CCC3)cc2F)cc(-c2ccc(-c3nnc(C)o3)[nH]2)c1, [Na+], O=C([O-])O. The product is Cc1nnc(-c2ccc(-c3cc(Oc4ccc(C(=O)N5CCC5)cc4F)cc(OC(C)CO)c3)[nH]2)o1. Reaction SMILES: [B:41]([Br:42])([Br:43])[Br:44].[Cl:38][CH2:39][Cl:40].[Cl:50][CH2:51][Cl:52].[N:1]1([C:5](=[O:6])[c:7]2[cH:8][c:9]([F:37])[c:10]([O:11][c:12]3[cH:13][c:14](-[c:24]4[cH:25][cH:26][c:27](-[c:29]5[o:30][c:31]([CH3:34])[n:32][n:33]5)[nH:28]4)[cH:15][c:16]([O:18][CH:19]([CH2:20][O:21][CH3:22])[CH3:23])[cH:17]3)[cH:35][cH:36]2)[CH2:2][CH2:3][CH2:4]1.[Na+:45].[OH:46][C:47](=[O:48])[O-:49]>>[N:1]1([C:5](=[O:6])[c:7]2[cH:8][c:9]([F:37])[c:10]([O:11][c:12]3[cH:13][c:14](-[c:24]4[cH:25][cH:26][c:27](-[c:29]5[o:30][c:31]([CH3:34])[n:32][n:33]5)[nH:28]4)[cH:15][c:16]([O:18][CH:19]([CH2:20][OH:21])[CH3:23])[cH:17]3)[cH:35][cH:36]2)[CH2:2][CH2:3][CH2:4]1. Reactants: CC#N, Clc1nc(Cl)nc(-c2ccccc2)n1, [Na+], [OH-], O. Yields the product CNc1nc(Cl)nc(-c2ccccc2)n1. As a reaction SMILES: [CH3:17][C:18]#[N:19].[Cl:1][c:2]1[n:3][c:4](-[c:9]2[cH:10][cH:11][cH:12][cH:13][cH:14]2)[n:5][c:6]([Cl:8])[n:7]1.[Na+:16].[OH-:15].[OH2:20]>>[c:2]1([NH:19][CH3:18])[n:3][c:4](-[c:9]2[cH:10][cH:11][cH:12][cH:13][cH:14]2)[n:5][c:6]([Cl:8])[n:7]1. Reactants: C(C)#N (acetonitrile), N(O)=C(C(=O)C1=CC=CC=C1)C(C)=O (2-oximino-1-phenyl-1,3-butanedione), NC(C(=O)OC)CC (methyl 2-aminobutyrate), C(C)(=O)C1=C(N=C(N1)CC)C1=CC=CC=C1 (5-acetyl-2-ethyl-4-phenylimidazole). Run in C(C)O (ethanol), [OH-].[Na+] (sodium hydroxide). The product is C(C1=CC=CC=C1)(=O)C1=C(N=C(N1)CC)C (5-benzoyl-2-ethyl-4-methylimidazole). Isolated yield 42.0%. Reaction SMILES: C(#N)C.[N:4](=[C:6]([C:15](=O)[CH3:16])[C:7]([C:9]1[CH:14]=[CH:13][CH:12]=[CH:11][CH:10]=1)=[O:8])O.[NH2:18][CH:19]([CH2:24][CH3:25])C(OC)=O.C(C1NC(CC)=NC=1C1C=CC=CC=1)(=O)C>C(O)C.[OH-].[Na+]>[C:7]([C:6]1[NH:4][C:19]([CH2:24][CH3:25])=[N:18][C:15]=1[CH3:16])(=[O:8])[C:9]1[CH:14]=[CH:13][CH:12]=[CH:11][CH:10]=1 |f:5.6|. Procedure details: An acetonitrile solution (15 ml) of 2-oximino-1-phenyl-1,3-butanedione (1.38 g, 7.22 mmoles) and methyl 2-aminobutyrate (0.85 ml, 7.22 mmol) was refluxed under nitrogen for 26.4 h. After concentrating the cooled reaction mixture, the residue was dissolved in 10 ml of ethanol and 20 ml of 10% aqueous sodium hydroxide. This mixture was refluxed 4.9 h, cooled, then extracted with ethyl acetate. Removal of the solvent in vacuo gave 0.65 g (42% yield) of 5-benzoyl-2-ethyl-4-methylimidazole and 5-acet...